From a dataset of the Open Reaction Database (ORD), a public repository of structured organic reaction records. describe an organic reaction: reactants, conditions, products, and yield Starting materials: C1=CC=CC=2OC3=CC=CC=C3C(C12)C(=O)Cl (9H-xanthene-9-carbonyl chloride), C(CCC)OC(N)=O (carbamic acid butyl ester). Product: C(CCC)OC(NC(=O)C1C2=CC=CC=C2OC=2C=CC=CC12)=O ((9H-Xanthene-9-carbonyl)-carbamic acid butyl ester). As a reaction SMILES: [CH:1]1[C:14]2[CH:13]([C:15](Cl)=[O:16])[C:12]3[C:7](=[CH:8][CH:9]=[CH:10][CH:11]=3)[O:6][C:5]=2[CH:4]=[CH:3][CH:2]=1.[CH2:18]([O:22][C:23](=[O:25])[NH2:24])[CH2:19][CH2:20][CH3:21]>>[CH2:18]([O:22][C:23](=[O:25])[NH:24][C:15]([CH:13]1[C:12]2[CH:11]=[CH:10][CH:9]=[CH:8][C:7]=2[O:6][C:5]2[C:14]1=[CH:1][CH:2]=[CH:3][CH:4]=2)=[O:16])[CH2:19][CH2:20][CH3:21]. Procedure details: The title compound, white solid, m.p.=180-183° C., MS: m/e=325.4 (M+H+) was prepared in accordance with the general method of example 6 from 9H-xanthene-9-carbonyl chloride and carbamic acid butyl ester. Starting materials: S(=S)(=O)([O-])[O-].[Na+].[Na+] (sodium thiosulfate), II (Iodine), C1(=CC=CC=C1)N1CCCC1 (phenylpyrrolidine), C([O-])(O)=O.[Na+] (sodium bicarbonate). Run in O (water), C(C)O (ethanol). Run at time 1 hour. Product: IC1=CC=C(C=C1)N1CCCC1 (1-(4-Iodophenyl) pyrrolidine). The yield is 19.6%. As a reaction SMILES: [I:1]I.[C:3]1([N:9]2[CH2:13][CH2:12][CH2:11][CH2:10]2)[CH:8]=[CH:7][CH:6]=[CH:5][CH:4]=1.C(=O)(O)[O-].[Na+].S([O-])([O-])(=O)=S.[Na+].[Na+]>O.C(O)C>[I:1][C:6]1[CH:7]=[CH:8][C:3]([N:9]2[CH2:13][CH2:12][CH2:11][CH2:10]2)=[CH:4][CH:5]=1 |f:2.3,4.5.6|. Reported procedure: Iodine (6.09 g) was added slowly to a stirred solution of phenylpyrrolidine (3.21 g) and sodium bicarbonate (2.75 g) in water (30 ml). The reaction was stirred for 1 h and then left to stand overnight. The solid was isolated by filtration, dissolved in ethanol (506 ml) and discoloured with aqueous sodium thiosulfate. The product was then isolated by filtration and recrystalised from ethanol to give the desired product as a brown/red powder (1.17 g). Reactants: Cl[O-].[Na+] (sodium hypochlorite), COC=1C=C(C=O)C(=CC1OC)C(C1=CC(=NC=C1)Br)=O (3,4-dimethoxy-6-(2-bromoisonicotinoyl)benzaldehyde), C1(O)=CC(O)=CC=C1 (resorcinol), Cl (hydrochloric acid). Run in O (water), O1CCOCC1 (dioxane), C(C)(=O)[O-] (acetate). Run at time 2 hour. Product: COC=1C=C(C(=O)O)C(=CC1OC)C(C1=CC(=NC=C1)Br)=O (3,4-dimethoxy-6-(2-bromoisonicotinoyl)benzoic acid). Yield: 89.6%. RXN SMILES: [CH3:1][O:2][C:3]1[CH:4]=[C:5]([C:8]([C:13](=[O:21])[C:14]2[CH:19]=[CH:18][N:17]=[C:16]([Br:20])[CH:15]=2)=[CH:9][C:10]=1[O:11][CH3:12])[CH:6]=[O:7].C1(C=CC=C(O)C=1)[OH:23].Cl[O-].[Na+].Cl>O1CCOCC1.C([O-])(=O)C.O>[CH3:1][O:2][C:3]1[CH:4]=[C:5]([C:8]([C:13](=[O:21])[C:14]2[CH:19]=[CH:18][N:17]=[C:16]([Br:20])[CH:15]=2)=[CH:9][C:10]=1[O:11][CH3:12])[C:6]([OH:23])=[O:7] |f:2.3|. Procedure details: To a solution of 3,4-dimethoxy-6-(2-bromoisonicotinoyl)benzaldehyde (8.61 g) in dioxane (120 ml) is added dropwise a solution of resorcinol (3.25 g) in acetate buffer (pH 3.8, 60 ml) at room temperature. To the mixture is Gradually added dropwise an aqueous solution of sodium hypochlorite (3.1 g) in water (30 ml), and the mixture is stirred at room temperature for two hours. The pH value of the reaction mixture is adjusted to about pH 1 with conc. hydrochloric acid, and then extracted with chlor... Starting materials: CC(C)Cc1nc(C(F)(F)F)ccc1C=CC(=O)O, Cl, C#Cc1cc(CN)cc(F)c1NS(C)(=O)=O. Yields the product C#Cc1cc(CNC(=O)C=Cc2ccc(C(F)(F)F)nc2CC(C)C)cc(F)c1NS(C)(=O)=O. RXN SMILES: [CH2:18]([CH:19]([CH3:20])[CH3:21])[c:22]1[n:23][c:24]([C:33]([F:34])([F:35])[F:36])[cH:25][cH:26][c:27]1[CH:28]=[CH:29][C:30](=[O:31])[OH:32].[ClH:17].[NH2:1][CH2:2][c:3]1[cH:4][c:5]([F:16])[c:6]([NH:11][S:12](=[O:13])(=[O:14])[CH3:15])[c:7]([C:9]#[CH:10])[cH:8]1>>[NH:1]([CH2:2][c:3]1[cH:4][c:5]([F:16])[c:6]([NH:11][S:12](=[O:13])(=[O:14])[CH3:15])[c:7]([C:9]#[CH:10])[cH:8]1)[C:30]([CH:29]=[CH:28][c:27]1[c:22]([CH2:18][CH:19]([CH3:20])[CH3:21])[n:23][c:24]([C:33]([F:34])([F:35])[F:36])[cH:25][cH:26]1)=[O:31]. Reactants: BrC1C=NC=C(C1=O)C(C1=CC=CC=C1)O (3-Bromo-5-(hydroxy-phenyl-methyl)-pyridin-4-one), C(=O)(C(F)(F)F)O (TFA), [SiH](CC)(CC)CC (Et3SiH). Solvent: ClCCl (dichloromethane). Conditions: time 10 hour. Product: C(C1=CC=CC=C1)C1C=NC=C(C1=O)Br (3-Benzyl-5-bromopyridin-4-one). Reaction SMILES: [Br:1][CH:2]1[C:7](=[O:8])[C:6]([CH:9](O)[C:10]2[CH:15]=[CH:14][CH:13]=[CH:12][CH:11]=2)=[CH:5][N:4]=[CH:3]1.C(O)(C(F)(F)F)=O.[SiH](CC)(CC)CC>ClCCl>[CH2:9]([CH:6]1[C:7](=[O:8])[C:2]([Br:1])=[CH:3][N:4]=[CH:5]1)[C:10]1[CH:11]=[CH:12][CH:13]=[CH:14][CH:15]=1. Procedure: A mixture of 3-bromo-5-(hydroxyl-phenyl-methyl)pyridin-4-one 11 (0.125 g, 91 mmol), TFA (16 mL) and Et3SiH in anhydrous dichloromethane (30 mL) was stirred at rt for 10 h [Borzilleri, et al., U.S. Pat. 20050245530]. The reaction mixture was concentrated in vacuo and the residue purified by flash column chromatography on silica gel (dichloromethane:methanol, 98:2). Yield 0.081 g (69%), white solid. 1H NMR (MeOH— d4, 500 MHz): δ 8.12 (s, 1H), 7.47 (s, 1H), 7.29-7.17 (m, 5H), 3.83 (s, 2H). 13C NMR ...